This data is from the Open Reaction Database (ORD), a public repository of structured organic reaction records. The task is: describe an organic reaction: reactants, conditions, products, and yield The reactants are Cl (hydrochloric acid), [I-].[Na+] (Sodium iodide), CC=1C=CC(=CC1)S(=O)(=O)NCl (chloramine-T), COC=1C=C(C=CC1)O (3-Methoxyphenol). Solvent: CN(C)C=O (DMF), O (water). Conditions: time 1 hour. Product: IC1=C(C=C(C=C1)O)OC (4-iodo-3-methoxyphenol). As a reaction SMILES: [CH3:1][O:2][C:3]1[CH:4]=[C:5]([OH:9])[CH:6]=[CH:7][CH:8]=1.[I-:10].[Na+].CC1C=CC(S(NCl)(=O)=O)=CC=1.Cl>CN(C=O)C.O>[I:10][C:8]1[CH:7]=[CH:6][C:5]([OH:9])=[CH:4][C:3]=1[O:2][CH3:1] |f:1.2|. Procedure: 3-Methoxyphenol (2.0 ml, 18.2 mmol) was dissolved in dry DMF (50 ml). Sodium iodide (3.3 g, 21.9 mmol) and chloramine-T (5.0 g, 21.9 mmol) was added to the mixture and the reaction was stirred at room temperature for one hour. The reaction mixture was diluted with water (150 ml), acidified with 5% hydrochloric acid solution and extracted with ethyl acetate (2×100 ml). The organic layer was washed with 5% sodium thiosulphate solution (200 ml) and dried over sodium sulphate. The product was purifi... Run at time 8 hour. The reactants are CN (methylamine), C(C)(C)(C)OC(=O)N[C@@H](CC1CCCCC1)[C@@H]1C[C@H](C(O1)=O)C(C)C ((3S, 5S)-5-[(1S)-1-(t-butoxycarbonyl)amino-2-cyclohexylethyl]-3-isopropyldihydrofuran-2(3H)-one). Yield: 91.0%. Solvent: CO (methanol). Procedure: Gaseous methylamine was introduced into a solution of 1.33 g (3.76 mmole) of (3S, 5S)-5-[(1S)-1-(t-butoxycarbonyl)amino-2-cyclohexylethyl]-3-isopropyldihydrofuran-2(3H)-one (prepared as described in Preparation 1) in 10 ml of methanol to ensure saturation, whilst ice-cooling. The reaction vessel was then stoppered tightly and allowed to stand overnight. At the end of this time, the solvent was removed by distillation under reduced pressure and the residue was recrystallized from hexane to afford... RXN SMILES: [CH3:1][NH2:2].[C:3]([O:7][C:8]([NH:10][C@H:11]([C@H:19]1[O:23][C:22](=[O:24])[C@H:21]([CH:25]([CH3:27])[CH3:26])[CH2:20]1)[CH2:12][CH:13]1[CH2:18][CH2:17][CH2:16][CH2:15][CH2:14]1)=[O:9])([CH3:6])([CH3:5])[CH3:4]>CO>[C:3]([O:7][C:8]([NH:10][C@@H:11]([CH2:12][CH:13]1[CH2:18][CH2:17][CH2:16][CH2:15][CH2:14]1)[C@@H:19]([OH:23])[CH2:20][C@@H:21]([CH:25]([CH3:27])[CH3:26])[C:22]([NH:2][CH3:1])=[O:24])=[O:9])([CH3:6])([CH3:5])[CH3:4]. Yields the product C(C)(C)(C)OC(=O)N[C@H]([C@H](C[C@H](C(=O)NC)C(C)C)O)CC1CCCCC1 ((2S, 4S, 5S)-5-(t-Butoxycarbonyl)amino-6-cyclohexyl-4-hydroxy-2-isopropyl-N-methylhexanamide). Reactants: Br[Mg]c1ccccc1, C1CCOC1, O=C1CCCC(CN2CC=C(c3ccccc3)CC2)C1. Product: C1=C(c2ccccc2)CCN(CC2CCC=C(c3ccccc3)C2)C1. Reaction SMILES: [Br:21][Mg:22][c:23]1[cH:24][cH:25][cH:26][cH:27][cH:28]1.[O:29]1[CH2:30][CH2:31][CH2:32][CH2:33]1.[c:1]1([C:7]2=[CH:12][CH2:11][N:10]([CH2:13][CH:14]3[CH2:15][C:16](=[O:20])[CH2:17][CH2:18][CH2:19]3)[CH2:9][CH2:8]2)[cH:2][cH:3][cH:4][cH:5][cH:6]1>>[c:1]1([C:7]2=[CH:12][CH2:11][N:10]([CH2:13][CH:14]3[CH2:15][C:16]([c:23]4[cH:24][cH:25][cH:26][cH:27][cH:28]4)=[CH:17][CH2:18][CH2:19]3)[CH2:9][CH2:8]2)[cH:2][cH:3][cH:4][cH:5][cH:6]1.